Dataset: the Open Reaction Database (ORD), a public repository of structured organic reaction records. Task: describe an organic reaction: reactants, conditions, products, and yield Starting materials: ClC[Si](C1=CC=CC=C1)(C)OC(C)(C)C (chloromethyl(1,1-dimethylethoxy)methyl(phenyl)silane), [Na].N1N=CN=C1 (1,2,4-triazole sodium salt). Solvent: CN(C=O)C (dimethylformamide). Reaction conditions: time 2 hour. The product is CC(C)(O[Si](CN1N=CN=C1)(C1=CC=CC=C1)C)C ((1,1-dimethylethoxy)methyl(phenyl)(1H-1,2,4-triazol-1-ylmethyl)silane). Isolated yield 65.4%. As a reaction SMILES: Cl[CH2:2][Si:3]([O:11][C:12]([CH3:15])([CH3:14])[CH3:13])([CH3:10])[C:4]1[CH:9]=[CH:8][CH:7]=[CH:6][CH:5]=1.[Na].[NH:17]1[CH:21]=[N:20][CH:19]=[N:18]1>CN(C)C=O>[CH3:13][C:12]([CH3:15])([O:11][Si:3]([CH3:10])([C:4]1[CH:9]=[CH:8][CH:7]=[CH:6][CH:5]=1)[CH2:2][N:17]1[CH:21]=[N:20][CH:19]=[N:18]1)[CH3:14] |f:1.2,^1:15|. Reported procedure: A mixture of 3.6 g (0.015 mol) of chloromethyl(1,1-dimethylethoxy)methyl(phenyl)silane and 1.3 g (0.015 mol) of 1,2,4-triazole sodium salt in 8 ml of dimethylformamide was stirred at 80° for 2 hours, cooled, and poured onto water. The resulting mixture was extracted with ether, and the ether extracts were washed with water and brine, dried over magnesium sulfate, and evaporated to leave 2.7 g of a yellow oil. Chromatography on silica gel, eluting with 50:50 ethyl acetate-hexanes, provided 1.5 g ... Reactants: C1OC=2C=C(CCN)C=CC2O1 (3,4-methylenedioxyphenethylamine), ClC=1C2=C(N=C(N1)C1=NC=CN=C1)SC(=C2C)C (4-chloro-2-(pyrazin-2-yl)-5,6-dimethyl-thieno-[2,3-d]-pyrimidine). The product is N1=C(C=NC=C1)C=1N=C(C2=C(N1)SC(=C2C)C)NCCC2=CC1=C(C=C2)OCO1 (2-(pyrazin-2-yl)-4-(3,4-methylenedioxyphenethylamino)-5,6-dimethyl-thieno-[2,3-d]-pyrimidine). As a reaction SMILES: [CH2:1]1[O:12][C:11]2[CH:10]=[CH:9][C:5]([CH2:6][CH2:7][NH2:8])=[CH:4][C:3]=2[O:2]1.Cl[C:14]1[C:15]2[C:28]([CH3:29])=[C:27]([CH3:30])[S:26][C:16]=2[N:17]=[C:18]([C:20]2[CH:25]=[N:24][CH:23]=[CH:22][N:21]=2)[N:19]=1>>[N:21]1[CH:22]=[CH:23][N:24]=[CH:25][C:20]=1[C:18]1[N:19]=[C:14]([NH:8][CH2:7][CH2:6][C:5]2[CH:9]=[CH:10][C:11]3[O:12][CH2:1][O:2][C:3]=3[CH:4]=2)[C:15]2[C:28]([CH3:29])=[C:27]([CH3:30])[S:26][C:16]=2[N:17]=1. Reported procedure: With the procedure of Example 1, the reaction of 3,4-methylenedioxyphenethylamine with 4-chloro-2-(pyrazin-2-yl)-5,6-dimethyl-thieno-[2,3-d]-pyrimidine yields 2-(pyrazin-2-yl)-4-(3,4-methylenedioxyphenethylamino)-5,6-dimethyl-thieno-[2,3-d]-pyrimidine.